describe an organic reaction: reactants, conditions, products, and yield From a dataset of the Open Reaction Database (ORD), a public repository of structured organic reaction records. The reactants are BrC=1C(=C2C(=CNC2=CC1F)C=O)F (5-bromo-4,6-difluoro-1H-indole-3-carbaldehyde), C([O-])([O-])=O.[K+].[K+] (potassium carbonate), CC1(COB(OC1)B1OCC(CO1)(C)C)C (5,5,5′,5′-tetramethyl-2,2′-bi(1,3,2-dioxaborinane)), C(C)(=O)[O-].[K+] (potassium acetate), BrC1=CC=C(C=C1)C1(CCC1)O (1-(4-bromophenyl)cyclobutanol). The reagents and catalysts are C1=CC=C(C=C1)P([C-]2C=CC=C2)C3=CC=CC=C3.C1=CC=C(C=C1)P([C-]2C=CC=C2)C3=CC=CC=C3.Cl[Pd]Cl.[Fe+2] ([1,1′-bis(diphenylphosphino)ferrocene]dichloropalladium(II)), C1=CC=C(C=C1)P([C-]2C=CC=C2)C3=CC=CC=C3.C1=CC=C(C=C1)P([C-]2C=CC=C2)C3=CC=CC=C3.Cl[Pd]Cl.[Fe+2] ([1,1′-bis(diphenylphosphino)ferrocene]dichloropalladium(II)). Run in CCO (EtOH), C1(=CC=CC=C1)C (toluene), O1CCOCC1 (1,4-dioxane). Reaction conditions: temperature 110 celsius. Yields the product FC1=C2C(=CNC2=CC(=C1C1=CC=C(C=C1)C1(CCC1)O)F)C=O (4,6-Difluoro-5-(4-(1-hydroxycyclobutyl)phenyl)-1H-indole-3-carbaldehyde). The yield is 66.5%. As a reaction SMILES: CC1(C)COB(B2OCC(C)(C)CO2)OC1.C([O-])(=O)C.[K+].Br[C:23]1[CH:28]=[CH:27][C:26]([C:29]2([OH:33])[CH2:32][CH2:31][CH2:30]2)=[CH:25][CH:24]=1.Br[C:35]1[C:36]([F:47])=[C:37]2[C:41](=[CH:42][C:43]=1[F:44])[NH:40][CH:39]=[C:38]2[CH:45]=[O:46].C(=O)([O-])[O-].[K+].[K+]>O1CCOCC1.C1C=CC(P(C2C=CC=CC=2)[C-]2C=CC=C2)=CC=1.C1C=CC(P(C2C=CC=CC=2)[C-]2C=CC=C2)=CC=1.Cl[Pd]Cl.[Fe+2].CCO.C1(C)C=CC=CC=1>[F:47][C:36]1[C:35]([C:23]2[CH:28]=[CH:27][C:26]([C:29]3([OH:33])[CH2:32][CH2:31][CH2:30]3)=[CH:25][CH:24]=2)=[C:43]([F:44])[CH:42]=[C:41]2[C:37]=1[C:38]([CH:45]=[O:46])=[CH:39][NH:40]2 |f:1.2,5.6.7,9.10.11.12|. Reported procedure: A mixture of 5,5,5′,5′-tetramethyl-2,2′-bi(1,3,2-dioxaborinane) (188.0 mg, 0.55 mmol), oven dried potassium acetate (230.0 mg, 2.34 mmol), and 1-(4-bromophenyl)cyclobutanol (114.0 mg, 0.50 mmol) in 1,4-dioxane (2 mL) was degassed with N2 for 15 min, then treated with [1,1′-bis(diphenylphosphino)ferrocene]dichloropalladium(II) (20.0 mg, 0.027 mmol). The reaction mixture was subjected to microwave irradiation at 110° C. for 1 hour. The cooled reaction mixture was filtered through celite, rinsed wi...